From a dataset of the Open Reaction Database (ORD), a public repository of structured organic reaction records. describe an organic reaction: reactants, conditions, products, and yield Reactants: C(C)NC(NC1=CC=C(C=C1)C=1N=C(C2=C(N1)CN(C2)C(=O)OC(C)(C)C)N2CCOCC2)=O (tert-butyl 2-(4-(3-ethylureido)phenyl)-4-morpholino-5H-pyrrolo[3,4-d]pyrimidine-6(7H)-carboxylate), C(C)(C)O (Isopropanol), C([O-])([O-])=O (carbonate), C(=O)(C(F)(F)F)O (TFA). Run in ClCCl (dichloromethane), C1(=CC=CC=C1)C (toluene). Reaction conditions: time 2 hour. The product is C(C)NC(=O)NC1=CC=C(C=C1)C=1N=C(C2=C(N1)CNC2)N2CCOCC2 (1-ethyl-3-(4-(4-morpholino-6,7-dihydro-5H-pyrrolo[3,4-d]pyrimidin-2-yl)phenyl)urea), amine. RXN SMILES: [CH2:1]([NH:3][C:4](=[O:34])[NH:5][C:6]1[CH:11]=[CH:10][C:9]([C:12]2[N:13]=[C:14]([N:28]3[CH2:33][CH2:32][O:31][CH2:30][CH2:29]3)[C:15]3[CH2:20][N:19](C(OC(C)(C)C)=O)[CH2:18][C:16]=3[N:17]=2)=[CH:8][CH:7]=1)[CH3:2].C(O)(C(F)(F)F)=O.C(O)(C)C.C(=O)([O-])[O-]>ClCCl.C1(C)C=CC=CC=1>[CH2:1]([NH:3][C:4]([NH:5][C:6]1[CH:11]=[CH:10][C:9]([C:12]2[N:13]=[C:14]([N:28]3[CH2:29][CH2:30][O:31][CH2:32][CH2:33]3)[C:15]3[CH2:20][NH:19][CH2:18][C:16]=3[N:17]=2)=[CH:8][CH:7]=1)=[O:34])[CH3:2]. Procedure details: Step 3—Synthesis of d: tert-butyl 2-(4-(3-ethylureido)phenyl)-4-morpholino-5H-pyrrolo[3,4-d]pyrimidine-6(7H)-carboxylate (c, 1.74 mmol) was dissolved in dichloromethane (5 mL), then TFA (3 mL) was added. The mixture was stirred at room temperature for 2 hours. Isopropanol and toluene were added and the resulting mixture was concentrated in vacuo. The resulting residue was azeotroped with toluene two more times. Methanol and methylene chloride (4 mL each) were added to the resulting residue, then... Reactants: ClCCCN1CCCC1 (1-(3-Chloropropyl)pyrrolidine), [H-].[Na+] (sodium hydride), [I-].[Na+] (sodium iodide), COC=1C=C2C=C(N(C2=CC1)C1=CC=C(C=C1)O)COC (4-(5-Methoxy-2-methoxymethylindol-1-yl)phenol). The solvent is CN(C=O)C (N,N-dimethylformamide), O (water). Conditions: temperature 70 celsius. Yields the product COC=1C=C2C=C(N(C2=CC1)C1=CC=C(C=C1)OCCCN1CCCC1)COC (5-Methoxy-2-methoxymethyl-1-[4-(3-pyrrolidin-1-ylpropoxy)phenyl]-1H-indole). Yield: 40.0%. As a reaction SMILES: [CH3:1][O:2][C:3]1[CH:4]=[C:5]2[C:9](=[CH:10][CH:11]=1)[N:8]([C:12]1[CH:17]=[CH:16][C:15]([OH:18])=[CH:14][CH:13]=1)[C:7]([CH2:19][O:20][CH3:21])=[CH:6]2.Cl[CH2:23][CH2:24][CH2:25][N:26]1[CH2:30][CH2:29][CH2:28][CH2:27]1.[H-].[Na+].[I-].[Na+]>CN(C)C=O.O>[CH3:1][O:2][C:3]1[CH:4]=[C:5]2[C:9](=[CH:10][CH:11]=1)[N:8]([C:12]1[CH:17]=[CH:16][C:15]([O:18][CH2:23][CH2:24][CH2:25][N:26]3[CH2:30][CH2:29][CH2:28][CH2:27]3)=[CH:14][CH:13]=1)[C:7]([CH2:19][O:20][CH3:21])=[CH:6]2 |f:2.3,4.5|. Reported procedure: 4-(5-Methoxy-2-methoxymethylindol-1-yl)phenol (0.43 mmol) was dissolved in N,N-dimethylformamide under N2. 1-(3-Chloropropyl)pyrrolidine (74 mg, 0.5 mmol), sodium hydride (20 mg, 60% wt dispersion in mineral oil, 0.5 mmol) and sodium iodide (75 mg, 0.5 mmol) were added, and the mixture was heated at 70° C. for 2 hours. The reaction was cooled to room temperature, diluted with water, and extracted with ethyl acetate. The organic extracts were dried over MgSO4 and concentrated. Purification by sem...